This data is from the Open Reaction Database (ORD), a public repository of structured organic reaction records. The task is: describe an organic reaction: reactants, conditions, products, and yield Reactants: N(=C=S)C=1C=NC=CC1N1C[C@H](CCC1)NC(OC(C)(C)C)=O (tert-butyl ((3S)-1-(3-isothiocyanato-4-pyridinyl)-3-piperidinyl)carbamate), FC=1C(=NC=CC1)C=1N=NC(=CC1)NN (3-(3-fluoropyridin-2-yl)-6-hydrazinylpyridazine), N[C@@H]1CN(CCC1)C1=C(C=NC=C1)NC1=NN=C2N1N=C(C=C2)C2=NC=CC=C2F (N-(4-((3S)-3-amino-1-piperidinyl)-3-pyridinyl)-6-(3-fluoro-2-pyridinyl)[1,2,4]triazolo[4,3-b]pyridazin-3-amine), C1CCC(CC1)N=C=NC2CCCCC2 (DCC). Run in C(C)#N (ACN). Reaction conditions: temperature 85 celsius, time 2 hour. Yields the product FC=1C(=NC=CC1)C=1C=CC=2N(N1)C(=NN2)NC=2C=NC=CC2N2C[C@H](CCC2)NC(OC(C)(C)C)=O ((S)-tert-butyl (1-(3-((6-(3-fluoropyridin-2-yl)-[1,2,4]triazolo[4,3-b]pyridazin-3-yl)amino)pyridin-4-yl)piperidin-3-yl)carbamate). The yield is 90.0%. As a reaction SMILES: [NH2:1][C@H:2]1[CH2:7][CH2:6][CH2:5][N:4]([C:8]2[CH:13]=[CH:12][N:11]=[CH:10][C:9]=2[NH:14][C:15]2[N:19]3[N:20]=[C:21]([C:24]4[C:29]([F:30])=[CH:28][CH:27]=[CH:26][N:25]=4)[CH:22]=[CH:23][C:18]3=[N:17][N:16]=2)[CH2:3]1.N(C1C=NC=CC=1N1CCC[C@H](N[C:47](=[O:53])[O:48][C:49]([CH3:52])([CH3:51])[CH3:50])C1)=C=S.FC1C(C2N=NC(NN)=CC=2)=NC=CC=1.C1CCC(N=C=NC2CCCCC2)CC1>C(#N)C>[F:30][C:29]1[C:24]([C:21]2[CH:22]=[CH:23][C:18]3[N:19]([C:15]([NH:14][C:9]4[CH:10]=[N:11][CH:12]=[CH:13][C:8]=4[N:4]4[CH2:5][CH2:6][CH2:7][C@H:2]([NH:1][C:47](=[O:53])[O:48][C:49]([CH3:52])([CH3:51])[CH3:50])[CH2:3]4)=[N:16][N:17]=3)[N:20]=2)=[N:25][CH:26]=[CH:27][CH:28]=1. Procedure: N-(4-((3S)-3-amino-1-piperidinyl)-3-pyridinyl)-6-(3-fluoro-2-pyridinyl)[1,2,4]triazolo[4,3-b]pyridazin-3-amine. A mixture of (S)-tert-butyl (1-(3-isothiocyanatopyridin-4-yl)piperidin-3-yl)carbamate (193 mg, 0.58 mmol, Preparation XI) and 3-(3-fluoropyridin-2-yl)-6-hydrazinylpyridazine (113 mg, 0.551 mmol) in ACN (2 mL) was heated at 85° C. for 30 min. After the reaction mixture was cooled to RT, it was treated with DCC (125 mg, 0.60 mmol) and heating was resumed at 90° C. for 2 h. The reaction m...